Dataset: the Open Reaction Database (ORD), a public repository of structured organic reaction records. Task: describe an organic reaction: reactants, conditions, products, and yield Reactants: ClC(F)F (chlorodifluoromethane), BrC=1C=C(C=C(C1)F)O (3-bromo-5-fluorophenol). The solvent is CC(C)O (i-PrOH), [OH-].[K+] (KOH). Product: BrC1=CC(=CC(=C1)OC(F)F)F (1-Bromo-3-fluoro-5-difluoromethoxybenzene). Yield: 79.0%. RXN SMILES: [Br:1][C:2]1[CH:3]=[C:4]([OH:9])[CH:5]=[C:6]([F:8])[CH:7]=1.Cl[CH:11]([F:13])[F:12]>CC(O)C.[OH-].[K+]>[Br:1][C:2]1[CH:3]=[C:4]([O:9][CH:11]([F:13])[F:12])[CH:5]=[C:6]([F:8])[CH:7]=1 |f:3.4|. Procedure details: A mixture of 3-bromo-5-fluorophenol. (6.1 g, 31.0 mmol; see step (ii) above) and chlorodifluoromethane (13.0 g, 150.0 mmol) in i-PrOH (100 mL) and 30% KOH (80 mL) was heated in a sealed flask for 18 h at 80–85° C. The reaction mixture was cooled to room temperature and the layers were separated. The organic layer was concentrated in vacuo to afford a colourless oil. The aqueous layer was extracted with Et2O (3×30 mL). The crude oil and the combined organic extracts were washed with 2N NaOH (3×30... Reactants: C(C)(C)(C)OC(CN1N=C(C=C1)N)=O ((3-amino-pyrazol-1-yl)-acetic acid tert-butyl ester), N1=C(C=CC=C1C)C (2,6-lutidine), C1(CCCC1)C[C@@H](C(=O)O)N1C(C2=CC=CC(=C2C1)C(F)(F)F)=O ((S)-3-cyclopentyl-2-(1-oxo-4-trifluoromethyl-1,3-dihydro-isoindol-2-yl)-propionic acid), C(C(=O)Cl)(=O)Cl (oxalyl chloride). The reagents and catalysts are CN(C=O)C (N,N-dimethylformamide). Run in C(Cl)Cl (methylene chloride), C(Cl)Cl (methylene chloride), C(Cl)Cl (methylene chloride). Run at time 15 minute. The product is C(C)(C)(C)OC(CN1N=C(C=C1)NC([C@H](CC1CCCC1)N1C(C2=CC=CC(=C2C1)C(F)(F)F)=O)=O)=O ({3-[(S)-3-cyclopentyl-2-(1-oxo-4-trifluoromethyl-1,3-dihydro-isoindol-2-yl)-propionylamino]-pyrazol-1-yl}-acetic acid tert-butyl ester). Yield: 100.0%. As a reaction SMILES: [CH:1]1([CH2:6][C@H:7]([N:11]2[CH2:19][C:18]3[C:13](=[CH:14][CH:15]=[CH:16][C:17]=3[C:20]([F:23])([F:22])[F:21])[C:12]2=[O:24])[C:8](O)=[O:9])[CH2:5][CH2:4][CH2:3][CH2:2]1.C(Cl)(=O)C(Cl)=O.[C:31]([O:35][C:36](=[O:44])[CH2:37][N:38]1[CH:42]=[CH:41][C:40]([NH2:43])=[N:39]1)([CH3:34])([CH3:33])[CH3:32].N1C(C)=CC=CC=1C>C(Cl)Cl.CN(C)C=O>[C:31]([O:35][C:36](=[O:44])[CH2:37][N:38]1[CH:42]=[CH:41][C:40]([NH:43][C:8](=[O:9])[C@@H:7]([N:11]2[CH2:19][C:18]3[C:13](=[CH:14][CH:15]=[CH:16][C:17]=3[C:20]([F:21])([F:22])[F:23])[C:12]2=[O:24])[CH2:6][CH:1]2[CH2:2][CH2:3][CH2:4][CH2:5]2)=[N:39]1)([CH3:34])([CH3:32])[CH3:33]. Reported procedure: A solution of (S)-3-cyclopentyl-2-(1-oxo-4-trifluoromethyl-1,3-dihydro-isoindol-2-yl)-propionic acid (100 mg, 0.29 mmol, prepared as in Example 1) in methylene chloride (4 mL) and N,N-dimethylformamide (4 drops) was treated with a solution of oxalyl chloride in methylene chloride (2.0 M, 150 μL, 0.30 mmol) and stirred for 15 min at room temperature. After this time, the reaction mixture was then concentrated in vacuo and the resulting residue was dissolved in methylene chloride (4 mL) and then a... The reactants are CC(C)(C)OC(=O)N1CCN(c2cccc([N+](=O)[O-])c2C#N)CC1, CCO. Product: CC(C)(C)OC(=O)N1CCN(c2cccc(N)c2C#N)CC1. RXN SMILES: [C:1]([CH3:2])([CH3:3])([CH3:4])[O:5][C:6](=[O:7])[N:8]1[CH2:9][CH2:10][N:11]([c:14]2[c:15]([C:23]#[N:24])[c:16]([N+:20]([O-:21])=[O:22])[cH:17][cH:18][cH:19]2)[CH2:12][CH2:13]1.[CH3:25][CH2:26][OH:27]>>[C:1]([CH3:2])([CH3:3])([CH3:4])[O:5][C:6](=[O:7])[N:8]1[CH2:9][CH2:10][N:11]([c:14]2[c:15]([C:23]#[N:24])[c:16]([NH2:20])[cH:17][cH:18][cH:19]2)[CH2:12][CH2:13]1.